This data is from the Open Reaction Database (ORD), a public repository of structured organic reaction records. The task is: describe an organic reaction: reactants, conditions, products, and yield As a reaction SMILES: [ClH:1].[ClH:2].[ClH:3].[O:28]1[CH2:29][CH2:30][CH:31]([CH2:34][C:35](=[O:36])[OH:37])[CH2:32][CH2:33]1.[o:4]1[cH:5][cH:6][c:7]2[c:8]1[c:9]([N:13]1[CH2:14][CH2:15][N:16]([CH2:19][CH2:20][CH:21]3[CH2:22][CH2:23][CH:24]([NH2:27])[CH2:25][CH2:26]3)[CH2:17][CH2:18]1)[n:10][cH:11][cH:12]2>>[o:4]1[cH:5][cH:6][c:7]2[c:8]1[c:9]([N:13]1[CH2:14][CH2:15][N:16]([CH2:19][CH2:20][CH:21]3[CH2:22][CH2:23][CH:24]([NH:27][C:35]([CH2:34][CH:31]4[CH2:30][CH2:29][O:28][CH2:33][CH2:32]4)=[O:36])[CH2:25][CH2:26]3)[CH2:17][CH2:18]1)[n:10][cH:11][cH:12]2. The reactants are Cl, Cl, Cl, O=C(O)CC1CCOCC1, NC1CCC(CCN2CCN(c3nccc4ccoc34)CC2)CC1. Yields the product O=C(CC1CCOCC1)NC1CCC(CCN2CCN(c3nccc4ccoc34)CC2)CC1. Reactants: amine, Cl (hydrochloride), C(C)(C)(C)OC(=O)NC=1C=CC=2N(C1)C(=NC2)C(=O)C2=CC(=C(C=C2)[N+](=O)[O-])OC ([6-(tert-butoxycarbonylamino)imidazo[1,5-a]pyridin-3-yl](3-methoxy-4-nitrophenyl)methanone), FC(C(=O)O)(F)F (trifluoroacetic acid). Yields the product NC=1C=CC=2N(C1)C(=NC2)C(=O)C2=CC(=C(C=C2)[N+](=O)[O-])OC ((6-Aminoimidazo[1,5-a]pyridin-3-yl)(3-methoxy-4-nitrophenyl)methanone). RXN SMILES: C(OC([NH:8][C:9]1[CH:10]=[CH:11][C:12]2[N:13]([C:15]([C:18]([C:20]3[CH:25]=[CH:24][C:23]([N+:26]([O-:28])=[O:27])=[C:22]([O:29][CH3:30])[CH:21]=3)=[O:19])=[N:16][CH:17]=2)[CH:14]=1)=O)(C)(C)C.FC(F)(F)C(O)=O.Cl>>[NH2:8][C:9]1[CH:10]=[CH:11][C:12]2[N:13]([C:15]([C:18]([C:20]3[CH:25]=[CH:24][C:23]([N+:26]([O-:28])=[O:27])=[C:22]([O:29][CH3:30])[CH:21]=3)=[O:19])=[N:16][CH:17]=2)[CH:14]=1. Procedure details: This compound is obtained according to the same process as that described in the preceding example 15 by deprotection of the amine of the compound [6-(tert-butoxycarbonylamino)imidazo[1,5-a]pyridin-3-yl](3-methoxy-4-nitrophenyl)methanone with trifluoroacetic acid. A yellow solid is obtained which is salified in the hydrochloride form. Melting point: 252° C.; 1H NMR (d6-DMSO): 4.01 (3H, s), 7.14 (1H, d), 7.79 (1H, s), 7.87 (1H, d), 7.97-8.01 (2H, m), 8.13 (1H, s), 9.41 (1H, s) Starting materials: CCOc1cccc(C(=O)c2ncc(C#N)c3cc(OC)c(OC)cc23)c1, CO, Cl, [Na+], [OH-]. Yields the product CCOc1cccc(C(=O)c2ncc(C(=O)O)c3cc(OC)c(OC)cc23)c1. As a reaction SMILES: [CH2:1]([CH3:2])[O:3][c:4]1[cH:5][c:6]([C:7](=[O:8])[c:9]2[n:10][cH:11][c:12]([C:23]#[N:24])[c:13]3[cH:14][c:15]([O:21][CH3:22])[c:16]([O:19][CH3:20])[cH:17][c:18]23)[cH:25][cH:26][cH:27]1.[CH3:31][OH:32].[ClH:30].[Na+:29].[OH-:28]>>[CH2:1]([CH3:2])[O:3][c:4]1[cH:5][c:6]([C:7](=[O:8])[c:9]2[n:10][cH:11][c:12]([C:23](=[O:28])[OH:32])[c:13]3[cH:14][c:15]([O:21][CH3:22])[c:16]([O:19][CH3:20])[cH:17][c:18]23)[cH:25][cH:26][cH:27]1. Starting materials: C1(CC1)C1=CC(=NN1)C1=CC=CC=C1 (5-cyclopropyl-3-phenyl-1H-pyrazole), [I-].[Na+] (sodium iodide), II (iodine), C([O-])([O-])=O.[K+].[K+] (potassium carbonate). The solvent is C1CCOC1 (THF), O (water). Conditions: temperature 100 celsius. The product is C1(CC1)C1=C(C(=NN1)C1=CC=CC=C1)I (5-Cyclopropyl-4-iodo-3-phenyl-1H-pyrazole). RXN SMILES: [CH:1]1([C:4]2[NH:8][N:7]=[C:6]([C:9]3[CH:14]=[CH:13][CH:12]=[CH:11][CH:10]=3)[CH:5]=2)[CH2:3][CH2:2]1.[I-:15].[Na+].II.C(=O)([O-])[O-].[K+].[K+]>C1COCC1.O>[CH:1]1([C:4]2[NH:8][N:7]=[C:6]([C:9]3[CH:14]=[CH:13][CH:12]=[CH:11][CH:10]=3)[C:5]=2[I:15])[CH2:3][CH2:2]1 |f:1.2,4.5.6|. Procedure: To a solution of 5-cyclopropyl-3-phenyl-1H-pyrazole (3.0 g, 16.28 mmol) in THF (20 mL) and water (20 mL) were added sodium iodide (2.441 g, 16.28 mmol), iodine (6.20 g, 24.43 mmol), and potassium carbonate (3.38 g, 24.43 mmol) at room temperature. The reaction was refluxed for 2 h (100° C.). The reaction was cooled to room temperature and quenched with 10% aqueous Na2SO3. The organic solvent was removed under reduced pressure and the aqueous phase was extracted with EtOAc, washed with NaHCO3 sol... Yields the product ClC1=CC=C(C=C1)CCNCCCN1C(C=2C(C1=O)=CC=CC2)=O (N-[3-[2-(4-chlorophenyl)ethylamino]propyl]phthalimide). Procedure: To a mixture of 2-(4-chlorophenyl)ethylamine (1.56 g, 10 mmol) and potassium carbonate (2.8 g, 20 mmol) in CH3CN (50 ml) was added N-(3-bromopropyl)phthalimide (3.0 g, 11 mmol). The mixture was refluxed under stirring for 16 h, and then filtered. The filtrate was concentrated under vacuum to dryness, and the residue was chromatographed on silica gel (eluting with 2.5% methanol/chloroform) to afford N-[3-[2-(4-chlorophenyl)ethylamino]propyl]phthalimide (2.28 g, 67%): MS(FD) m/e 343 [M+H]+; 1H NMR... RXN SMILES: [Cl:1][C:2]1[CH:7]=[CH:6][C:5]([CH2:8][CH2:9][NH2:10])=[CH:4][CH:3]=1.C(=O)([O-])[O-].[K+].[K+].Br[CH2:18][CH2:19][CH2:20][N:21]1[C:25](=[O:26])[C:24]2=[CH:27][CH:28]=[CH:29][CH:30]=[C:23]2[C:22]1=[O:31]>CC#N>[Cl:1][C:2]1[CH:7]=[CH:6][C:5]([CH2:8][CH2:9][NH:10][CH2:18][CH2:19][CH2:20][N:21]2[C:25](=[O:26])[C:24]3=[CH:27][CH:28]=[CH:29][CH:30]=[C:23]3[C:22]2=[O:31])=[CH:4][CH:3]=1 |f:1.2.3|. The yield is 66.5%. Solvent: CC#N (CH3CN). Reaction conditions: time 16 hour. Reactants: ClC1=CC=C(C=C1)CCN (2-(4-chlorophenyl)ethylamine), C([O-])([O-])=O.[K+].[K+] (potassium carbonate), BrCCCN1C(C=2C(C1=O)=CC=CC2)=O (N-(3-bromopropyl)phthalimide). Reactants: CN(C)C=O (DMF), C(CCC)OCCOC1=CC=C(C=C1)C=1C=CC2=C(C=C(CCN2CC2=C(C=CC=C2)OCC)C(=O)O)C1 (7-(4-butoxyethoxyphenyl)-1-(2-ethoxybenzyl)-2,3-dihydro-1-benzazepine-4-carboxylic acid), S(=O)(Cl)Cl (thionyl chloride). The solvent is O1CCCC1 (tetrahydrofuran). Run at time 1 hour. Yields the product C(CCC)OCCOC1=CC=C(C=C1)C=1C=CC2=C(C=C(CCN2CC2=C(C=CC=C2)OCC)C(=O)NC2=CC=C(C=C2)CN(C2CCOCC2)C)C1 (7-(4-butoxyethoxyphenyl)-1-(2-ethoxybenzyl)-N-[4-[[N-methyl-N-(tetrahydropyran-4-yl)amino]methyl]phenyl]-2,3-dihydro-1-benzazepine-4-carboxamide). As a reaction SMILES: [CH3:1][N:2]([CH:4]=O)[CH3:3].[CH2:6]([O:10][CH2:11][CH2:12][O:13][C:14]1[CH:19]=[CH:18][C:17]([C:20]2[CH:21]=[CH:22][C:23]3[N:29]([CH2:30][C:31]4[CH:36]=[CH:35][CH:34]=[CH:33][C:32]=4[O:37][CH2:38][CH3:39])[CH2:28][CH2:27][C:26]([C:40]([OH:42])=O)=[CH:25][C:24]=3[CH:43]=2)=[CH:16][CH:15]=1)[CH2:7][CH2:8][CH3:9].S(Cl)(Cl)=O>O1CCCC1>[CH2:6]([O:10][CH2:11][CH2:12][O:13][C:14]1[CH:15]=[CH:16][C:17]([C:20]2[CH:21]=[CH:22][C:23]3[N:29]([CH2:30][C:31]4[CH:36]=[CH:35][CH:34]=[CH:33][C:32]=4[O:37][CH2:38][CH3:39])[CH2:28][CH2:27][C:26]([C:40]([NH:29][C:23]4[CH:24]=[CH:43][C:20]([CH2:4][N:2]([CH3:1])[CH:3]5[CH2:12][CH2:11][O:10][CH2:6][CH2:7]5)=[CH:21][CH:22]=4)=[O:42])=[CH:25][C:24]=3[CH:43]=2)=[CH:18][CH:19]=1)[CH2:7][CH2:8][CH3:9]. Procedure: One droplet of DMF was added to a solution of 7-(4-butoxyethoxyphenyl)-1-(2-ethoxybenzyl)-2,3-dihydro-1-benzazepine-4-carboxylic acid (200 mg) in tetrahydrofuran (10 ml). Then, thionyl chloride (138 mg) was added at 0° C., the temperature was returned to room temperature, and the mixture was stirred under nitrogen atmosphere for 1 hour. The solvent and excess thionyl chloride were evaporated under reduced pressure, the resulting residue was suspended in tetrahydrofuran (30 ml), and the suspensio... Yields the product OCc1ccc2c(ccc3ccc(Br)cc32)c1. RXN SMILES: [Br:1][c:2]1[cH:3][cH:4][c:5]2[cH:6][cH:7][c:8]3[cH:9][c:10]([CH2:16][O:17][C:18](=[O:19])[CH3:20])[cH:11][cH:12][c:13]3[c:14]2[cH:15]1.[CH2:22]([Al+:23][CH2:24][CH:25]([CH3:26])[CH3:27])[CH:28]([CH3:29])[CH3:30].[CH2:38]1[O:39][CH2:40][CH2:41][CH2:42]1.[CH3:31][CH2:32][CH2:33][CH2:34][CH2:35][CH3:36].[CH3:43][CH2:44][O:45][C:46](=[O:47])[CH3:48].[ClH:37].[H-:21]>>[Br:1][c:2]1[cH:3][cH:4][c:5]2[cH:6][cH:7][c:8]3[cH:9][c:10]([CH2:16][OH:17])[cH:11][cH:12][c:13]3[c:14]2[cH:15]1. Reactants: CC(=O)OCc1ccc2c(ccc3ccc(Br)cc32)c1, CC(C)C[Al+]CC(C)C, C1CCOC1, CCCCCC, CCOC(C)=O, Cl, [H-]. Reactants: ClC1=CC(=NC2=CC=C(C=C12)C)N1CCS(C2=C(C1)C=CC=C2)(=O)=O (4-(4-chloro-6-methylquinolin-2-yl)-2,3,4,5-tetrahydro-1,4-benzothiazepine 1,1-dioxide), [C@@H]1([C@@H](CCCC1)N)N (trans-cyclohexane-1,2-diamine). Product: O=S1(CCN(CC2=C1C=CC=C2)C2=NC1=CC=C(C=C1C(=C2)N[C@H]2[C@@H](CCCC2)N)C)=O (trans-N-[2-(1,1-Dioxido-2,3-dihydro-1,4-benzothiazepin-4(5H)-yl)-6-methylquinolin-4-yl]cyclohexane-1,2-diamine). As a reaction SMILES: Cl[C:2]1[C:11]2[C:6](=[CH:7][CH:8]=[C:9]([CH3:12])[CH:10]=2)[N:5]=[C:4]([N:13]2[CH2:19][C:18]3[CH:20]=[CH:21][CH:22]=[CH:23][C:17]=3[S:16](=[O:25])(=[O:24])[CH2:15][CH2:14]2)[CH:3]=1.[C@@H:26]1([NH2:33])[CH2:31][CH2:30][CH2:29][CH2:28][C@H:27]1[NH2:32]>>[O:24]=[S:16]1(=[O:25])[C:17]2[CH:23]=[CH:22][CH:21]=[CH:20][C:18]=2[CH2:19][N:13]([C:4]2[CH:3]=[C:2]([NH:32][C@@H:27]3[CH2:28][CH2:29][CH2:30][CH2:31][C@H:26]3[NH2:33])[C:11]3[C:6](=[CH:7][CH:8]=[C:9]([CH3:12])[CH:10]=3)[N:5]=2)[CH2:14][CH2:15]1. Reported procedure: The title compound was prepared in analogy to Example 3-1 in Scheme 5 by using 4-(4-chloro-6-methylquinolin-2-yl)-2,3,4,5-tetrahydro-1,4-benzothiazepine 1,1-dioxide (prepared in analogy to the one in Example 2-1) and trans-cyclohexane-1,2-diamine. MS obsd. (ESI+) [(M+H)+] 451, 1H NMR (400 MHz, CD3OD) δ ppm 8.06-7.96 (d, J=7.8 Hz, 1 H), 7.83 (d, J=7.33 Hz, 1 H), 7.70 (s, 1 H), 7.60 (td, J=7.52, 1.14 Hz, 1 H), 7.50-7.38 (m, 2 H), 7.28 (dd, J=8.46, 1.64 Hz, 1 H), 6.13 (s, 1 H), 5.20-5.11 (m, 2 H), ...